Dataset: the Open Reaction Database (ORD), a public repository of structured organic reaction records. Task: describe an organic reaction: reactants, conditions, products, and yield Reactants: ClCCC(=O)NC1=C(C=C(C=C1)O)F (3-Chloro-N-(2-fluoro-4-hydroxyphenyl)propanamide), [Al+3].[Cl-].[Cl-].[Cl-] (AlCl3), resultant mixture, Cl (HCl). Run at temperature 160 celsius. The product is FC=1C=C(C=C2CCC(NC12)=O)O (8-fluoro-6-hydroxy-3,4-dihydroquinolin-2(1H)-one). RXN SMILES: Cl[CH2:2][CH2:3][C:4]([NH:6][C:7]1[CH:12]=[CH:11][C:10]([OH:13])=[CH:9][C:8]=1[F:14])=[O:5].[Al+3].[Cl-].[Cl-].[Cl-].Cl>>[F:14][C:8]1[CH:9]=[C:10]([OH:13])[CH:11]=[C:12]2[C:7]=1[NH:6][C:4](=[O:5])[CH2:3][CH2:2]2 |f:1.2.3.4|. Procedure: 3-Chloro-N-(2-fluoro-4-hydroxyphenyl)propanamide (2.1 g) was mixed with anhydrous AlCl3 (7 g) and heated at 160° C. overnight. The resultant mixture was treated with 1N HCl and extracted with EtOAc. After isolation of the organic layer and removal of solvents under reduced pressure, the desired crude product (1.8 g) was collected as light brown solids.